From a dataset of the Open Reaction Database (ORD), a public repository of structured organic reaction records. describe an organic reaction: reactants, conditions, products, and yield RXN SMILES: CCN=C=NCCCN(C)C.FC1C=C(NC([C:23]2[CH:24]=[C:25](C(O)=O)[CH:26]=[C:27]3[C:32]=2[O:31][C:30]([N:33]2[CH2:38][CH2:37][O:36][CH2:35][CH2:34]2)=[CH:29][C:28]3=[O:39])C)C=C(F)C=1.N1CC[C@H](O)C1.OP=O>C(Cl)Cl>[O:36]1[CH2:37][CH2:38][N:33]([C:30]2[O:31][C:32]3[C:27]([C:28](=[O:39])[CH:29]=2)=[CH:26][CH:25]=[CH:24][CH:23]=3)[CH2:34][CH2:35]1. Conditions: time 5 minute. The product is O1CCN(CC1)C=1OC2=CC=CC=C2C(C1)=O (2-morpholino-4H-chromen-4-one). Yield: 95.0%. The solvent is C(Cl)Cl (DCM). Starting materials: OP=O (HOPO), CCN=C=NCCCN(C)C (EDCI), FC=1C=C(C=C(C1)F)NC(C)C=1C=C(C=C2C(C=C(OC12)N1CCOCC1)=O)C(=O)O (8-(1-(3,5-difluorophenylamino) ethyl)-2-morpholino-4-oxo-4H-chromene-6-carboxylic acid), CCN=C=NCCCN(C)C (EDCI), N1C[C@H](CC1)O ((S)-pyrrolidin-3-ol). Procedure details: EDCI (102 mg, 0.53 mmol) was added in one portion to 8-(1-(3,5-difluorophenylamino) ethyl)-2-morpholino-4-oxo-4H-chromene-6-carboxylic acid (200 mg, 0.35 mmol, enantiomer 2 ([α]D20°-102°, described as a starting material in Example 7.0a), (S)-pyrrolidin-3-ol (0.043 mL, 0.53 mmol) and HOPO (47.1 mg, 0.42 mmol) dissolved in DCM (2 mL) in a screwcap vial. The resulting solution was stirred at RT for 5 min then 50° C. for 30 min. More EDCI (˜50 mg) was added to complete the reaction. The solution wa... Starting materials: CC(=O)OC(C)=O, Cc1cc2nncn2nc1-c1cccc(N)c1, c1ccncc1. The product is CC(=O)Nc1cccc(-c2nn3cnnc3cc2C)c1. RXN SMILES: [CH3:18][C:19](=[O:20])[O:21][C:22](=[O:23])[CH3:24].[NH2:1][c:2]1[cH:3][c:4](-[c:8]2[c:9]([CH3:17])[cH:10][c:11]3[n:12]([n:13]2)[cH:14][n:15][n:16]3)[cH:5][cH:6][cH:7]1.[cH:25]1[cH:26][cH:27][n:28][cH:29][cH:30]1>>[NH:1]([c:2]1[cH:3][c:4](-[c:8]2[c:9]([CH3:17])[cH:10][c:11]3[n:12]([n:13]2)[cH:14][n:15][n:16]3)[cH:5][cH:6][cH:7]1)[C:19]([CH3:18])=[O:20]. The reactants are ClC1=C(C=C(C=C1)S(=O)(=O)N(COC)C=1C(=NC=C(C1)Cl)C(=O)C=1C(N(C=CC1C)O)C)C(F)(F)F (4-Chloro-N-[5-chloro-2-(1-hydroxy-2,4-dimethyl-pyridine-3-carbonyl)-pyridin-3-yl]-N-methoxymethyl-3-trifluoromethyl-benzenesulfonamide). Solvent: Cl (HCl), O (water). Yields the product ClC1=C(C=C(C=C1)S(=O)(=O)NC=1C(=NC=C(C1)Cl)C(=O)C=1C(N(C=CC1C)O)C)C(F)(F)F (4-Chloro-N-[5-chloro-2-(1-hydroxy-2,4-dimethyl-pyridine-3-carbonyl)-pyridin-3-yl]-3-trifluoromethyl-benzenesulfonamide). Yield: 40.8%. Reaction SMILES: [Cl:1][C:2]1[CH:7]=[CH:6][C:5]([S:8]([N:11]([C:15]2[C:16]([C:22]([C:24]3[CH:25]([CH3:32])[N:26]([OH:31])[CH:27]=[CH:28][C:29]=3[CH3:30])=[O:23])=[N:17][CH:18]=[C:19]([Cl:21])[CH:20]=2)COC)(=[O:10])=[O:9])=[CH:4][C:3]=1[C:33]([F:36])([F:35])[F:34]>Cl.O>[Cl:1][C:2]1[CH:7]=[CH:6][C:5]([S:8]([NH:11][C:15]2[C:16]([C:22]([C:24]3[CH:25]([CH3:32])[N:26]([OH:31])[CH:27]=[CH:28][C:29]=3[CH3:30])=[O:23])=[N:17][CH:18]=[C:19]([Cl:21])[CH:20]=2)(=[O:9])=[O:10])=[CH:4][C:3]=1[C:33]([F:36])([F:34])[F:35]. Reported procedure: A solution of 4-Chloro-N-[5-chloro-2-(1-hydroxy-2,4-dimethyl-pyridine-3-carbonyl)-pyridin-3-yl]-N-methoxymethyl-3-trifluoromethyl-benzenesulfonamide (21 mg) in 6 ml of HCl (4M in dioxane) and 2 mL of water was refluxed for 2 hours. After cooling to rt the mixture was concentrated and was added 3 mL of water. Sodium bicarbonate was added until the final pH was 6. The mixture was extracted with ethyl acetate, dried and concentrated. The residue was further purified via short flash column (8% metha... Yields the product OC=1C=C(C(=O)N([C@H](CC2=CC=CC=C2)C(=O)N[C@@H](CC2=CNC3=CC=CC=C23)C(=O)O)C)C=C(C1)O (N-(3,5-dihydroxybenzoyl)-N-methyl-(D)-phenylalanyl-(L)-tryptophan). As a reaction SMILES: Cl.C[O:3][C:4](=[O:29])[C@H:5]([CH2:19][C:20]1[C:28]2[C:23](=[CH:24][CH:25]=[CH:26][CH:27]=2)[NH:22][CH:21]=1)[NH:6][C:7](=[O:18])[C@@H:8]([CH2:11][C:12]1[CH:17]=[CH:16][CH:15]=[CH:14][CH:13]=1)[NH:9][CH3:10].[OH:30][C:31]1[CH:32]=[C:33]([CH:37]=[C:38]([OH:40])[CH:39]=1)[C:34]([OH:36])=O>>[OH:40][C:38]1[CH:37]=[C:33]([CH:32]=[C:31]([OH:30])[CH:39]=1)[C:34]([N:9]([CH3:10])[C@@H:8]([C:7]([NH:6][C@H:5]([C:4]([OH:29])=[O:3])[CH2:19][C:20]1[C:28]2[C:23](=[CH:24][CH:25]=[CH:26][CH:27]=2)[NH:22][CH:21]=1)=[O:18])[CH2:11][C:12]1[CH:13]=[CH:14][CH:15]=[CH:16][CH:17]=1)=[O:36] |f:0.1|. Reported procedure: Coupling of N-methyl-(D)-phenylalanyl-(L)-tryptophan methyl ester hydrochloride (see example 1) with 3,5-dihydroxybenzoic acid followed according to example 12 by hydrolysis of the methyl ester moiety according to example 1 gives N-(3,5-dihydroxybenzoyl)-N-methyl-(D)-phenylalanyl-(L)-tryptophan; FAB-MS m/e 502 (M+H)+. Starting materials: Cl.COC([C@@H](NC([C@H](NC)CC1=CC=CC=C1)=O)CC1=CNC2=CC=CC=C12)=O (N-methyl-(D)-phenylalanyl-(L)-tryptophan methyl ester hydrochloride), OC=1C=C(C(=O)O)C=C(C1)O (3,5-dihydroxybenzoic acid), methyl ester. Reactants: CCCn1nc(C#N)c(Br)c1CCCCCl, Cc1ccccc1, CCOC(C)=O, Cl, Nc1ccccc1B(O)O, O=C(C=Cc1ccccc1)C=Cc1ccccc1, O=C(C=Cc1ccccc1)C=Cc1ccccc1, O=C(C=Cc1ccccc1)C=Cc1ccccc1, [Pd], [Pd]. Yields the product CCCn1nc(C#N)c(-c2ccccc2N)c1CCCCCl. RXN SMILES: [Br:12][c:13]1[c:14]([C:26]#[N:27])[n:15][n:16]([CH2:23][CH2:24][CH3:25])[c:17]1[CH2:18][CH2:19][CH2:20][CH2:21][Cl:22].[CH3:28][c:29]1[cH:30][cH:31][cH:32][cH:33][cH:34]1.[CH3:35][CH2:36][O:37][C:38](=[O:39])[CH3:40].[ClH:1].[NH2:2][c:3]1[c:4]([B:9]([OH:10])[OH:11])[cH:5][cH:6][cH:7][cH:8]1.[O:43]=[C:44]([CH:45]=[CH:46][c:47]1[cH:48][cH:49][cH:50][cH:51][cH:52]1)[CH:53]=[CH:54][c:55]1[cH:56][cH:57][cH:58][cH:59][cH:60]1.[O:61]=[C:62]([CH:63]=[CH:64][c:65]1[cH:66][cH:67][cH:68][cH:69][cH:70]1)[CH:71]=[CH:72][c:73]1[cH:74][cH:75][cH:76][cH:77][cH:78]1.[O:79]=[C:80]([CH:81]=[CH:82][c:83]1[cH:84][cH:85][cH:86][cH:87][cH:88]1)[CH:89]=[CH:90][c:91]1[cH:92][cH:93][cH:94][cH:95][cH:96]1.[Pd:41].[Pd:42]>>[NH2:2][c:3]1[c:4](-[c:13]2[c:14]([C:26]#[N:27])[n:15][n:16]([CH2:23][CH2:24][CH3:25])[c:17]2[CH2:18][CH2:19][CH2:20][CH2:21][Cl:22])[cH:5][cH:6][cH:7][cH:8]1. Starting materials: OC=1C=CC2=C(C=C(CCS2(=O)=O)C(=O)OC)C1 (methyl 7-hydroxy-1,1-dioxo-2,3-dihydro-1-benzothiepine-4-carboxylate), FC1=CC=C(CCl)C=C1 (4-fluorobenzyl chloride), C([O-])([O-])=O.[K+].[K+] (potassium carbonate), CN(C)C=O (DMF). Solvent: O (water). Conditions: temperature 55 celsius, time 7 hour. The product is FC1=CC=C(COC=2C=CC3=C(C=C(CCS3(=O)=O)C(=O)OC)C2)C=C1 (methyl 7-[(4-fluorobenzyl)oxy]-1,1-dioxo-2,3-dihydro-1-benzothiepine-4-carboxylate). RXN SMILES: [OH:1][C:2]1[CH:3]=[CH:4][C:5]2[S:11](=[O:13])(=[O:12])[CH2:10][CH2:9][C:8]([C:14]([O:16][CH3:17])=[O:15])=[CH:7][C:6]=2[CH:18]=1.[F:19][C:20]1[CH:27]=[CH:26][C:23]([CH2:24]Cl)=[CH:22][CH:21]=1.C(=O)([O-])[O-].[K+].[K+].CN(C=O)C>O>[F:19][C:20]1[CH:27]=[CH:26][C:23]([CH2:24][O:1][C:2]2[CH:3]=[CH:4][C:5]3[S:11](=[O:13])(=[O:12])[CH2:10][CH2:9][C:8]([C:14]([O:16][CH3:17])=[O:15])=[CH:7][C:6]=3[CH:18]=2)=[CH:22][CH:21]=1 |f:2.3.4|. Procedure details: A mixture of methyl 7-hydroxy-1,1-dioxo-2,3-dihydro-1-benzothiepine-4-carboxylate (200 mg), 4-fluorobenzyl chloride (0.090 ml), potassium carbonate (134 mg) and DMF (5 ml) was stirred at 55° C. for 7 hours. The reaction mixture was mixed with water and was extracted with ethyl acetate. The organic layer was washed with an aqueous saturated solution of sodium chloride and was dried with magnesium sulfate. After concentration under reduced pressure, the residue was subjected to separation and puri... The reactants are ClC1=NC=CC2=CC=CC=C12 (1-chloroisoquinoline), C1=CC(=CC(=C1)Cl)C(=O)OO (m-CPBA). Run in C(Cl)Cl (DCM), C(Cl)Cl (DCM). Conditions: time 48 hour. Yields the product ClC1=[N+](C=CC2=CC=CC=C12)[O-] (1-chloroisoquinoline 2-oxide). Yield: 37.1%. Reaction SMILES: [Cl:1][C:2]1[C:11]2[C:6](=[CH:7][CH:8]=[CH:9][CH:10]=2)[CH:5]=[CH:4][N:3]=1.C1C=C(Cl)C=C(C(OO)=[O:20])C=1>C(Cl)Cl>[Cl:1][C:2]1[C:11]2[C:6](=[CH:7][CH:8]=[CH:9][CH:10]=2)[CH:5]=[CH:4][N+:3]=1[O-:20]. Procedure details: To a solution of 1-chloroisoquinoline (3.0 g, 18 mmol) in DCM (50 mL) was added m-CPBA (9.5 g, 55 mmol). The mixture was stirred at room temperature for 48 h. The mixture was diluted with DCM, and then washed with brine, dried over Na2SO4, filtered, and the filtrate was concentrated under reduced pressure. The resulting residue was purified by silica gel flash column chromatography eluting with a gradient of petroleum ether: EtOAc (5:1 to 0:1) to afford the title compound (1.2 g, 36%) as a yello...